This data is from the Open Reaction Database (ORD), a public repository of structured organic reaction records. The task is: describe an organic reaction: reactants, conditions, products, and yield Starting materials: CN(C)C(=O)c1cc(OCc2ccccc2)c2nc(C3CC3)n(C)c2c1, CCO, CC(=O)O. Product: CN(C)C(=O)c1cc(O)c2nc(C3CC3)n(C)c2c1. As a reaction SMILES: [CH3:1][N:2]([C:3](=[O:4])[c:5]1[cH:6][c:7]2[c:8]([n:9][c:10]([CH:13]3[CH2:14][CH2:15]3)[n:11]2[CH3:12])[c:16]([O:18][CH2:19][c:20]2[cH:21][cH:22][cH:23][cH:24][cH:25]2)[cH:17]1)[CH3:26].[CH3:27][CH2:28][OH:29].[CH3:30][C:31](=[O:32])[OH:33]>>[CH3:1][N:2]([C:3](=[O:4])[c:5]1[cH:6][c:7]2[c:8]([n:9][c:10]([CH:13]3[CH2:14][CH2:15]3)[n:11]2[CH3:12])[c:16]([OH:18])[cH:17]1)[CH3:26].